Dataset: the Open Reaction Database (ORD), a public repository of structured organic reaction records. Task: describe an organic reaction: reactants, conditions, products, and yield The reactants are C1(CCCC1)CC(=O)N1CC[C@@H]2C3=C(CC[C@H]12)C(=CC=C3)OC (rac-cis-3-(cyclopentyl-acetyl)-2,3,3a,4,5,9b-hexahydro-6-methoxy-1H-benzo[e]indole), [H-].[Al+3].[Li+].[H-].[H-].[H-] (lithium aluminum hydride), Cl (HCl), [OH-].[Na+] (NaOH). Run in C1CCOC1 (THF), C(C)O (ethanol), C1CCOC1 (THF), O (water), C1CCOC1.O (THF water). Conditions: time 15 minute. Product: Cl.C1(CCCC1)CCN1CC[C@@H]2C3=C(CC[C@H]12)C(=CC=C3)OC (rac-cis-3-(2-cyclopentyl-ethyl)-6-methoxy-2,3,3a,4,5,9b-hexahydro-1H-benzo[e]indole hydrochloride). Isolated yield 84.4%. RXN SMILES: [H-].[Al+3].[Li+].[H-].[H-].[H-].[CH:7]1([CH2:12][C:13]([N:15]2[C@@H:23]3[C@@H:18]([C:19]4[CH:27]=[CH:26][CH:25]=[C:24]([O:28][CH3:29])[C:20]=4[CH2:21][CH2:22]3)[CH2:17][CH2:16]2)=O)[CH2:11][CH2:10][CH2:9][CH2:8]1.[OH-].[Na+].[ClH:32]>C1COCC1.C(O)C.O.C1COCC1.O>[ClH:32].[CH:7]1([CH2:12][CH2:13][N:15]2[C@@H:23]3[C@@H:18]([C:19]4[CH:27]=[CH:26][CH:25]=[C:24]([O:28][CH3:29])[C:20]=4[CH2:21][CH2:22]3)[CH2:17][CH2:16]2)[CH2:11][CH2:10][CH2:9][CH2:8]1 |f:0.1.2.3.4.5,7.8,13.14,15.16|. Reported procedure: 1.02 g (0.0269 mol) of lithium aluminum hydride were suspended in 30 ml of THF under argon. A solution of 6.5 g (0.0207 mol) of rac-cis-3-(cyclopentyl-acetyl)-2,3,3a,4,5,9b-hexahydro-6-methoxy-1H-benzo[e]indole in 80 ml of THF was added dropwise thereto and the mixture was boiled under reflux for 1 hour. 10 ml of THF/water 9:1, 2 ml of a 4N aqueous NaOH solution and 2 ml of water were cautiously added dropwise thereto in succession, whereupon the mixture was boiled under reflux for 15 minutes un... Starting materials: Clc1ccc(I)cn1, [Cu], FC(F)(F)Br, O, c1ccncc1. Yields the product FC(F)(F)c1ccc(Cl)nc1. Reaction SMILES: [Cl:1][c:2]1[n:3][cH:4][c:5]([I:8])[cH:6][cH:7]1.[Cu:21].[F:9][C:10]([F:11])([F:12])[Br:13].[OH2:14].[cH:15]1[cH:16][cH:17][n:18][cH:19][cH:20]1>>[Cl:1][c:2]1[n:3][cH:4][c:5]([C:10]([F:9])([F:11])[F:12])[cH:6][cH:7]1. Reactants: CCc1ccc(C2CNCC(C(=O)OC)C2)cc1F, O=C(Cl)Oc1ccc([N+](=O)[O-])cc1. Yields the product CCc1ccc(C2CC(C(=O)OC)CN(C(=O)Oc3ccc([N+](=O)[O-])cc3)C2)cc1F. As a reaction SMILES: [CH2:1]([CH3:2])[c:3]1[c:4]([F:19])[cH:5][c:6]([CH:9]2[CH2:10][CH:11]([C:15](=[O:16])[O:17][CH3:18])[CH2:12][NH:13][CH2:14]2)[cH:7][cH:8]1.[Cl:20][C:21](=[O:22])[O:23][c:24]1[cH:25][cH:26][c:27]([N+:30](=[O:31])[O-:32])[cH:28][cH:29]1>>[CH2:1]([CH3:2])[c:3]1[c:4]([F:19])[cH:5][c:6]([CH:9]2[CH2:10][CH:11]([C:15](=[O:16])[O:17][CH3:18])[CH2:12][N:13]([C:21](=[O:22])[O:23][c:24]3[cH:25][cH:26][c:27]([N+:30](=[O:31])[O-:32])[cH:28][cH:29]3)[CH2:14]2)[cH:7][cH:8]1. Starting materials: C(=O)([O-])[O-].[K+].[K+] (K2CO3), O (H2O), BrCC(=O)C1=NC=CC(=C1)OC (2-Bromoacetyl-4-methoxypyridine), ClC=1NC2=C(N1)C=CC=C2 (2-chlorobenzimidazole). The solvent is CN(C=O)C (dimethylformamide). Conditions: temperature 2 celsius, time 0.5 hour. Yields the product CC(C)O.C(C)(C)OC(C)C (propan-2-ol di-isopropyl ether), 2-chloro-1-[2-(2-[4-methoxypyridyl])-2-oxoethyl]-benzimidazole. RXN SMILES: Br[CH2:2][C:3]([C:5]1C=C(OC)C=CN=1)=[O:4].ClC1N[C:16]2[CH:22]=[CH:21]C=CC=2N=1.C([O-])([O-])=O.[K+].[K+].O>CN(C)C=O>[CH3:2][CH:3]([OH:4])[CH3:5].[CH:3]([O:4][CH:22]([CH3:21])[CH3:16])([CH3:5])[CH3:2] |f:2.3.4,7.8|. Procedure: 2-Bromoacetyl-4-methoxypyridine (11.5 g, 0.05) and 2-chlorobenzimidazole (7.5 g, 0.05 mole) were dissolved in dimethylformamide (75 ml) and cooled to 2° C. K2CO3 (12 g, 0.08 mole) was added and the temperature rose to 9° C. as the suspension was stirred for 1/2 hour. The mixture was added to H2O (200 ml) giving a solid which was removed by filtration. The mother liquors were extracted with ethyl acetate and the solid was dissolved in the extracts. The organic solution was washed (brine) and drie... The reactants are C(C)(C)(C)NC1=CC(=CC(=N1)C1=NC=CC=C1)C=1C=NC=C(C1)C1=CC=C(C=C1)C(=O)N1CCNCC1 ([4-(6′-tert-Butylamino-[2,2′;4′,3″]terpyridin-5″-yl)-phenyl]-piperazin-1-yl-methanone), N1(CCNCC1)C(=O)C1=CC=C(C=C1)B1OC(C(O1)(C)C)(C)C (piperazin-1-yl-[4-(4,4,5,5-tetramethyl-[1,3,2]dioxaborolan-2-yl)-phenyl]-methanone), B(O)O (boronic acid). Yields the product C(C)(C)(C)NC1=CC(=CC(=N1)C1=NC=CC=C1)C=1C=NC=C(C1)C1=CC=C(C=C1)C(=O)N1CCN(CC1)C ([4-(6′-tert-Butylamino-[2,2′;4′,3″]terpyridin-5″-yl)-phenyl]-(4-methyl-piperazin-1-yl)-methanone). Reaction SMILES: [C:1]([NH:5][C:6]1[N:11]=[C:10]([C:12]2[CH:17]=[CH:16][CH:15]=[CH:14][N:13]=2)[CH:9]=[C:8]([C:18]2[CH:19]=[N:20][CH:21]=[C:22]([C:24]3[CH:29]=[CH:28][C:27]([C:30]([N:32]4[CH2:37][CH2:36][NH:35][CH2:34][CH2:33]4)=[O:31])=[CH:26][CH:25]=3)[CH:23]=2)[CH:7]=1)([CH3:4])([CH3:3])[CH3:2].N1(C(C2C=CC(B3OC(C)(C)C(C)(C)O3)=CC=2)=O)CCNC[CH2:39]1.B(O)O>>[C:1]([NH:5][C:6]1[N:11]=[C:10]([C:12]2[CH:17]=[CH:16][CH:15]=[CH:14][N:13]=2)[CH:9]=[C:8]([C:18]2[CH:19]=[N:20][CH:21]=[C:22]([C:24]3[CH:25]=[CH:26][C:27]([C:30]([N:32]4[CH2:37][CH2:36][N:35]([CH3:39])[CH2:34][CH2:33]4)=[O:31])=[CH:28][CH:29]=3)[CH:23]=2)[CH:7]=1)([CH3:4])([CH3:2])[CH3:3]. Procedure: The title compound is prepared analogously to [4-(6′-tert-Butylamino-[2,2′;4′,3″]terpyridin-5″-yl)-phenyl]-piperazin-1-yl-methanone (Example 2.48) by replacing piperazin-1-yl-[4-(4,4,5,5-tetramethyl-[1,3,2]dioxaborolan-2-yl)-phenyl]-methanone with the appropriate boronic acid. As a reaction SMILES: [CH2:1]1[C:9]2[C:4](=[CH:5][C:6]([NH2:10])=[CH:7][CH:8]=2)[CH2:3][CH2:2]1.[C:11](Cl)([CH3:13])=[O:12]>C(Cl)Cl>[CH2:1]1[C:9]2[C:4](=[CH:5][C:6]([NH:10][C:11](=[O:12])[CH3:13])=[CH:7][CH:8]=2)[CH2:3][CH2:2]1. Reported procedure: A solution of indan-5-amine (43 g, 0.31 mol) and TEA (51.3 mL, 0.370 mol) in 400 mL of anhydrous DCM was added a solution of AcCl (23.6 mL, 0.340 mol) in 100 mL of anhydrous DCM dropwise at 0° C. then and stirred for 0.5 h at RT. After the reaction was completed, 500 mL of DCM was added to the reaction mixture, and the mixture was washed with water, 10% HCl solution, 10% NaHCO3 and brine. The organic phase was dried over anhydrous Na2SO4 and concentrated to give the title compound. The product is C1CCC2=CC(=CC=C12)NC(C)=O (N-(2,3-dihydro-1H-inden-5-yl)acetamide). The reactants are C1CCC2=CC(=CC=C12)N (indan-5-amine), TEA, C(=O)(C)Cl (AcCl). Reaction conditions: time 0.5 hour. The solvent is C(Cl)Cl (DCM), C(Cl)Cl (DCM), C(Cl)Cl (DCM). The reactants are FC1=C(C=C(C=C1)B(O)O)C (4-fluoro-3-methylphenylboronic acid), ClC=1C=C(N=NC1)CN1C(=NC=C1)C (5-chloro-3-(2-methyl-imidazol-1-yl-methyl)-pyridazine). The product is Cl.FC1=C(C=C(C=C1)C=1C=C(N=NC1)CN1C(=NC=C1)C)C (5-(4-Fluoro-3-methyl-phenyl)-3-(2-methyl-imidazol-1-yl-methyl)-pyridazine hydrochloride). RXN SMILES: [F:1][C:2]1[CH:7]=[CH:6][C:5](B(O)O)=[CH:4][C:3]=1[CH3:11].[Cl:12][C:13]1[CH:14]=[C:15]([CH2:19][N:20]2[CH:24]=[CH:23][N:22]=[C:21]2[CH3:25])[N:16]=[N:17][CH:18]=1>>[ClH:12].[F:1][C:2]1[CH:7]=[CH:6][C:5]([C:13]2[CH:14]=[C:15]([CH2:19][N:20]3[CH:24]=[CH:23][N:22]=[C:21]3[CH3:25])[N:16]=[N:17][CH:18]=2)=[CH:4][C:3]=1[CH3:11] |f:2.3|. Procedure: The title compound, MS: m/e=283.1 (M+H+), was prepared from 4-fluoro-3-methylphenylboronic acid (commercially available) and 5-chloro-3-(2-methyl-imidazol-1-yl-methyl)-pyridazine.